Dataset: the Open Reaction Database (ORD), a public repository of structured organic reaction records. Task: describe an organic reaction: reactants, conditions, products, and yield The reactants are CC1(N=C(OC1)C1=CC2=C(O1)C=CC=C2O)C (2-(4,4-dimethyloxazolin-2-yl)-4-hydroxybenzo(b)furan), S(=O)(=O)(OC[C@@H]1CO1)C1=CC=C([N+](=O)[O-])C=C1 ((S)-glycidyl nosylate), C([O-])([O-])=O.[K+].[K+] (potassium carbonate). Yields the product crude product, C([C@@H]1CO1)OC1=CC=CC=2OC(=CC21)C=2OCC(N2)(C)C ((S)-4-glycidyloxy-2-(4,4-dimethyloxazolin-2-yl)benzo(b)furan). Reaction SMILES: [CH3:1][C:2]1([CH3:17])[CH2:6][O:5][C:4]([C:7]2[O:11][C:10]3[CH:12]=[CH:13][CH:14]=[C:15]([OH:16])[C:9]=3[CH:8]=2)=[N:3]1.S(C1C=CC([N+]([O-])=O)=CC=1)(O[CH2:22][C@H:23]1[O:25][CH2:24]1)(=O)=O.C(=O)([O-])[O-].[K+].[K+]>>[CH2:22]([O:16][C:15]1[C:9]2[CH:8]=[C:7]([C:4]3[O:5][CH2:6][C:2]([CH3:17])([CH3:1])[N:3]=3)[O:11][C:10]=2[CH:12]=[CH:13][CH:14]=1)[C@H:23]1[O:25][CH2:24]1 |f:2.3.4|. Reported procedure: By the reactions in the same manner as in Starting Material Synthesis Example 1 using 2-(4,4-dimethyloxazolin-2-yl)-4-hydroxybenzo(b)furan (1.50 g), (S)-glycidyl nosylate (1.68 g) and potassium carbonate (2.69 g), a crude product of the title compound was quantitatively obtained as a pale-yellow oil. The reactants are C(C(=C)C)(=O)OCC1CO1 (glycidyl methacrylate), C(C(=C)C)(=O)OC (methyl methacrylate), C(CCCCCCCCCCC)S (n-dodecylmercaptan), O1CCOCC1 (dioxane), polystyrene, epoxy. Run in CO (methanol). The product is C(C(=C)C)(=O)OCC1CO1.C(C(=C)C)(=O)OC (glycidyl methacrylate methyl methacrylate). Isolated yield 58.7%. RXN SMILES: [C:1]([O:6][CH2:7][CH:8]1[O:10][CH2:9]1)(=[O:5])[C:2]([CH3:4])=[CH2:3].[C:11]([O:16][CH3:17])(=[O:15])[C:12]([CH3:14])=[CH2:13].C(S)CCCCCCCCCCC.O1CCOCC1>CO>[C:1]([O:6][CH2:7][CH:8]1[O:10][CH2:9]1)(=[O:5])[C:2]([CH3:4])=[CH2:3].[C:11]([O:16][CH3:17])(=[O:15])[C:12]([CH3:14])=[CH2:13] |f:5.6|. Procedure details: Into a 1 l four-necked flask, 25.0 g of glycidyl methacrylate, 25.0 g of methyl methacrylate, 10.0 g of 2,2'-azobis(4-methoxy-2,4-dimethylavleronitrile), 5.0 g of n-dodecylmercaptan and 500 ml of dioxane were charged, dissolved and stirred. Then, stirring was continued under a nitrogen stream at 70° C. for 4 hours. The reaction solution was put into methanol to precipitate the resin. Purification with tetrahydrofuran/methanol was repeated, and then vacuum drying was conducted at 40° C. to obtain...